Dataset: the Open Reaction Database (ORD), a public repository of structured organic reaction records. Task: describe an organic reaction: reactants, conditions, products, and yield The reactants are C=O, CC(C)Oc1cccc(N)c1, Cc1ccccc1Cl, [Na+], [Na+], O=C([O-])[O-], Cl[Pd]Cl, c1ccc(P(CCCCP(c2ccccc2)c2ccccc2)c2ccccc2)cc1. Product: Cc1ccccc1C(=O)Nc1cccc(OC(C)C)c1. RXN SMILES: [C:56]=[O:57].[CH:9]([CH3:10])([CH3:11])[O:12][c:13]1[cH:14][c:15]([NH2:16])[cH:17][cH:18][cH:19]1.[Cl:1][c:2]1[c:3]([CH3:8])[cH:4][cH:5][cH:6][cH:7]1.[Na+:50].[Na+:51].[O-:52][C:53]([O-:54])=[O:55].[Pd:58]([Cl:59])[Cl:60].[c:20]1([P:21]([c:22]2[cH:23][cH:24][cH:25][cH:26][cH:27]2)[CH2:28][CH2:29][CH2:30][CH2:31][P:32]([c:33]2[cH:34][cH:35][cH:36][cH:37][cH:38]2)[c:39]2[cH:40][cH:41][cH:42][cH:43][cH:44]2)[cH:45][cH:46][cH:47][cH:48][cH:49]1>>[c:2]1([C:53]([NH:16][c:15]2[cH:14][c:13]([O:12][CH:9]([CH3:10])[CH3:11])[cH:19][cH:18][cH:17]2)=[O:55])[c:3]([CH3:8])[cH:4][cH:5][cH:6][cH:7]1. Starting materials: O=[Cr](=O)=O.C1=NC=CC=C1.C2=NC=CC=C2 (Collins Reagent), N1=CC=CC=C1 (pyridine), OCCCCCCN1C(=C(C2=CC=CC=C12)C)C=1C=NC=CC1 (1-(6-hydroxyhexyl)-3-methyl-2-(3-pyridyl)-indole). Reagents/catalysts: [O-2].[O-2].[O-2].[Cr+6] (chromium trioxide). Run in ClCCl (dichloromethane), ClCCl (dichloromethane). Reaction conditions: time 25 minute. Product: C(=O)CCCCCN1C(=C(C2=CC=CC=C12)C)C=1C=NC=CC1 (1-(5-formylpentyl)-2-(3-pyridyl)-3-methylindole). As a reaction SMILES: O=[Cr](=O)=O.C1C=CC=CN=1.C1C=CC=CN=1.N1C=CC=CC=1.[OH:23][CH2:24][CH2:25][CH2:26][CH2:27][CH2:28][CH2:29][N:30]1[C:38]2[C:33](=[CH:34][CH:35]=[CH:36][CH:37]=2)[C:32]([CH3:39])=[C:31]1[C:40]1[CH:41]=[N:42][CH:43]=[CH:44][CH:45]=1>ClCCl.[O-2].[O-2].[O-2].[Cr+6]>[CH:24]([CH2:25][CH2:26][CH2:27][CH2:28][CH2:29][N:30]1[C:38]2[C:33](=[CH:34][CH:35]=[CH:36][CH:37]=2)[C:32]([CH3:39])=[C:31]1[C:40]1[CH:41]=[N:42][CH:43]=[CH:44][CH:45]=1)=[O:23] |f:0.1.2,6.7.8.9|. Procedure details: To a solution of Collins Reagent prepared with chromium trioxide (5.6 g) and pyridine (8.86 g, 112 mmol) in dichloromethane (150 ml) at 0°-5° under a nitrogen atmosphere is added all at once 1.8 g of 1-(6-hydroxyhexyl)-3-methyl-2-(3-pyridyl)-indole in dichloromethane (15 ml). The mixture is stirred for an additional 25 minutes, then filtered through celite. The filtrate is then passed through a silica gel column. The product is eluted from the silica gel with a 1:1 mixture of ethyl acetate:dichl... Reactants: CC1N(CCC(C1)=O)C(=O)OCC1=CC=CC=C1 (Racemic benzyl 2-methyl-4-oxopiperidine-1-carboxylate). Solvent: CO (MeOH). Yields the product C[C@@H]1N(CCC(C1)=O)C(=O)OCC1=CC=CC=C1 (benzyl (2S)-2-methyl-4-oxopiperidine-1-carboxylate). As a reaction SMILES: [CH3:1][CH:2]1[CH2:7][C:6](=[O:8])[CH2:5][CH2:4][N:3]1[C:9]([O:11][CH2:12][C:13]1[CH:18]=[CH:17][CH:16]=[CH:15][CH:14]=1)=[O:10]>CO>[CH3:1][C@H:2]1[CH2:7][C:6](=[O:8])[CH2:5][CH2:4][N:3]1[C:9]([O:11][CH2:12][C:13]1[CH:18]=[CH:17][CH:16]=[CH:15][CH:14]=1)=[O:10]. Procedure details: The crude Racemic benzyl 2-methyl-4-oxopiperidine-1-carboxylate was dissolved in MeOH and chromatographed on a 10 cm Chiralpak AD column eluting with 100% MeOH in 2.5 g injections to give the two separated enantiomers. The desired enantiomer eluted first, 95% ee.